Dataset: the Open Reaction Database (ORD), a public repository of structured organic reaction records. Task: describe an organic reaction: reactants, conditions, products, and yield Yield: 94.5%. Product: FCOC1=CC2=C(CCCC(C2)N(C(=O)OC(C)(C)C)C[C@@H](COC2=CC=CC=C2)O)C=C1 (N-(3-fluoromethoxy-6,7,8,9-tetrahydro-5H-benzocyclohepten-6-yl)-N-tert-butoxycarbonyl-[(2S)-2-hydroxy-3-phenoxypropyl]amine). RXN SMILES: [F:1][CH2:2][O:3][C:4]1[CH:40]=[CH:39][C:7]2[CH2:8][CH2:9][CH2:10][CH:11]([N:13]([CH2:21][C@H:22]([O:31][Si](CC)(CC)CC)[CH2:23][O:24][C:25]3[CH:30]=[CH:29][CH:28]=[CH:27][CH:26]=3)[C:14]([O:16][C:17]([CH3:20])([CH3:19])[CH3:18])=[O:15])[CH2:12][C:6]=2[CH:5]=1.[F-].C([N+](CCCC)(CCCC)CCCC)CCC.O>O1CCCC1>[F:1][CH2:2][O:3][C:4]1[CH:40]=[CH:39][C:7]2[CH2:8][CH2:9][CH2:10][CH:11]([N:13]([CH2:21][C@H:22]([OH:31])[CH2:23][O:24][C:25]3[CH:30]=[CH:29][CH:28]=[CH:27][CH:26]=3)[C:14]([O:16][C:17]([CH3:19])([CH3:20])[CH3:18])=[O:15])[CH2:12][C:6]=2[CH:5]=1 |f:1.2|. Procedure details: Under nitrogen, to a solution of N-(3-fluoromethoxy-6,7,8,9-tetrahydro-5H-benzocyclohepten-6-yl)-N-tert-butoxycarbonyl-[(2S)-3-phenoxy-2-(triethylsilyloxy)propyl]-amine (300 mg) in tetrahydrofuran (5 ml) was added tetra-n-butylammonium fluoride (1M in tetrahydrofuran, 0.58 ml) at 5° C., and the mixture was stirred at the same temperature for 15 minutes. The resulting mixture was poured into water and extracted with ethyl acetate. The organic layer was washed with brine, dried over anhydrous magn... Run in O1CCCC1 (tetrahydrofuran). Reaction conditions: time 15 minute. Reactants: FCOC1=CC2=C(CCCC(C2)N(C(=O)OC(C)(C)C)C[C@@H](COC2=CC=CC=C2)O[Si](CC)(CC)CC)C=C1 (N-(3-fluoromethoxy-6,7,8,9-tetrahydro-5H-benzocyclohepten-6-yl)-N-tert-butoxycarbonyl-[(2S)-3-phenoxy-2-(triethylsilyloxy)propyl]-amine), [F-].C(CCC)[N+](CCCC)(CCCC)CCCC (tetra-n-butylammonium fluoride), O (water). Yields the product CC(NC(=O)OCc1ccccc1)c1nc2cnccn2c1I. RXN SMILES: [CH2:1]([c:2]1[cH:3][cH:4][cH:5][cH:6][cH:7]1)[O:8][C:9]([NH:10][CH:11]([CH3:12])[c:13]1[n:14][c:15]2[n:16]([cH:17][cH:18][n:19][cH:20]2)[cH:21]1)=[O:22].[CH3:31][C:32]#[N:33].[I:23][N:24]1[C:25](=[O:26])[CH2:27][CH2:28][C:29]1=[O:30].[OH2:34]>>[CH2:1]([c:2]1[cH:3][cH:4][cH:5][cH:6][cH:7]1)[O:8][C:9]([NH:10][CH:11]([CH3:12])[c:13]1[n:14][c:15]2[n:16]([cH:17][cH:18][n:19][cH:20]2)[c:21]1[I:23])=[O:22]. Starting materials: CC(NC(=O)OCc1ccccc1)c1cn2ccncc2n1, CC#N, O=C1CCC(=O)N1I, O. Starting materials: O=C([O-])[O-], CN(C)C=O, O=[N+]([O-])c1cc(F)cc(F)c1, [K+], [K+], O, O=C(Nc1nc2ccc(O)cn2n1)C1CC1. Yields the product O=C(Nc1nc2ccc(Oc3cc(F)cc([N+](=O)[O-])c3)cn2n1)C1CC1. As a reaction SMILES: [C:28](=[O:29])([O-:30])[O-:31].[CH3:34][N:35]([CH3:36])[CH:37]=[O:38].[F:17][c:18]1[cH:19][c:20]([F:27])[cH:21][c:22]([N+:24](=[O:25])[O-:26])[cH:23]1.[K+:32].[K+:33].[OH2:39].[OH:1][c:2]1[cH:3][cH:4][c:5]2[n:6]([cH:7]1)[n:8][c:9]([NH:11][C:12](=[O:13])[CH:14]1[CH2:15][CH2:16]1)[n:10]2>>[O:1]([c:2]1[cH:3][cH:4][c:5]2[n:6]([cH:7]1)[n:8][c:9]([NH:11][C:12](=[O:13])[CH:14]1[CH2:15][CH2:16]1)[n:10]2)[c:20]1[cH:19][c:18]([F:17])[cH:23][c:22]([N+:24](=[O:25])[O-:26])[cH:21]1.